Dataset: the Open Reaction Database (ORD), a public repository of structured organic reaction records. Task: describe an organic reaction: reactants, conditions, products, and yield Starting materials: BrC1=C(C=CC(=C1)Br)O (2,4-Dibromophenol), COC(=C)C (2-methoxypropene), resultant mixture, solution, C(CCC)[Li] (n-butyl lithium), C(#N)C1=NC=CC=C1O[Si](C)(C)C (2-cyano-3-trimethylsilyloxy pyridine). Run in C(C)OCC (diethyl ether). Run at temperature -78 celsius, time 1 hour. The product is BrC=1C=CC(=C(C(=O)C2=NC=CC=C2O)C1)O (2-(5-bromo-2-hydroxybenzoyl)-3-hydroxypyridine). As a reaction SMILES: Br[C:2]1[CH:7]=[C:6]([Br:8])[CH:5]=[CH:4][C:3]=1[OH:9].C[O:11]C(C)=C.C([Li])CCC.[C:20]([C:22]1[C:27]([O:28][Si](C)(C)C)=[CH:26][CH:25]=[CH:24][N:23]=1)#N>C(OCC)C>[Br:8][C:6]1[CH:5]=[CH:4][C:3]([OH:9])=[C:2]([CH:7]=1)[C:20]([C:22]1[C:27]([OH:28])=[CH:26][CH:25]=[CH:24][N:23]=1)=[O:11]. Procedure: 2,4-Dibromophenol (25.7 g) and 2-methoxypropene (10 ml) were stirred for one hour at room temperature. To the mixture was added diethyl ether (300 ml). The mixture was cooled at -78° C. under atmosphere of argon. Then, to the resultant mixture, a 1.6M solution of n-butyl lithium haxane solution (70 ml) was added dropwise. The mixture was stirred for one hour while maintaining the temperature. Then, 2-cyano-3-trimethylsilyloxy pyridine (19.1 g) was added dropwise to the reaction mixture. The cool... Starting materials: N(C(=N)N)C=1SC=C(N1)C1CC(CCC1)N (2-guanidino-4-(3-aminocyclohexyl)thiazole), CN=C=S (methylisothiocyanate), C(Cl)(Cl)Cl.CO.N (chloroform methanol ammonia). Run in C(C)O (ethanol), C(C)O (ethanol). Product: N(C(=N)N)C=1SC=C(N1)C1CC(CCC1)NC(=S)NC (2-guanidino-4-[3-(3-methylthioureido)cyclohexyl]thiazole). RXN SMILES: [NH:1]([C:5]1[S:6][CH:7]=[C:8]([CH:10]2[CH2:15][CH2:14][CH2:13][CH:12]([NH2:16])[CH2:11]2)[N:9]=1)[C:2]([NH2:4])=[NH:3].[CH3:17][N:18]=[C:19]=[S:20].C(Cl)(Cl)Cl.CO.N>C(O)C>[NH:1]([C:5]1[S:6][CH:7]=[C:8]([CH:10]2[CH2:15][CH2:14][CH2:13][CH:12]([NH:16][C:19]([NH:18][CH3:17])=[S:20])[CH2:11]2)[N:9]=1)[C:2]([NH2:4])=[NH:3] |f:2.3.4|. Reported procedure: To a solution of 2-guanidino-4-(3-aminocyclohexyl)thiazole (0.6 g.) in ethanol (20 ml) was added methylisothiocyanate (0.18 g.) and the resulting solution was heated under reflux for two hours. The residue obtained on evaporation of the ethanol was subjected to column chromatography on silica gel (Kiesilgel 60, Merck) using chloroform/methanol/ammonia (s.g. 0.88) 8:2:0.3 v/v/v for development. The product, 2-guanidino-4-[3-(3-methylthioureido)cyclohexyl]thiazole, (0.4 g.) was obtained as a glass... Starting materials: Brc1ccc(-n2cccc2)cc1, O=C([O-])[O-], CC1(C)OB(c2ccc(-n3c(CC4CCN(C(=O)C5CC5)C4)n[nH]c3=O)cc2)OC1(C)C, [K+], [K+], C1COCCO1. Product: O=C(C1CC1)N1CCC(Cc2n[nH]c(=O)n2-c2ccc(-c3ccc(-n4cccc4)cc3)cc2)C1. As a reaction SMILES: [Br:33][c:34]1[cH:35][cH:36][c:37](-[n:40]2[cH:41][cH:42][cH:43][cH:44]2)[cH:38][cH:39]1.[C:45](=[O:46])([O-:47])[O-:48].[CH:1]1([C:4](=[O:5])[N:6]2[CH2:7][CH:8]([CH2:11][c:12]3[n:13](-[c:18]4[cH:19][cH:20][c:21]([B:24]5[O:25][C:26]([CH3:27])([CH3:28])[C:29]([CH3:30])([CH3:31])[O:32]5)[cH:22][cH:23]4)[c:14](=[O:17])[nH:15][n:16]3)[CH2:9][CH2:10]2)[CH2:2][CH2:3]1.[K+:49].[K+:50].[O:51]1[CH2:52][CH2:53][O:54][CH2:55][CH2:56]1>>[CH:1]1([C:4](=[O:5])[N:6]2[CH2:7][CH:8]([CH2:11][c:12]3[n:13](-[c:18]4[cH:19][cH:20][c:21](-[c:34]5[cH:35][cH:36][c:37](-[n:40]6[cH:41][cH:42][cH:43][cH:44]6)[cH:38][cH:39]5)[cH:22][cH:23]4)[c:14](=[O:17])[nH:15][n:16]3)[CH2:9][CH2:10]2)[CH2:2][CH2:3]1. The reactants are CCCCCCCCCC(=O)OC, CC(C)(C)O, CO, O=CC(O)C(O)C(O)C(O)CO. The product is CCCCCCCCCC(=O)OC(C=O)C(O)C(O)C(O)CO. As a reaction SMILES: [C:18]([CH2:19][CH2:20][CH2:21][CH2:22][CH2:23][CH2:24][CH2:25][CH2:26][CH3:27])(=[O:28])[O:29][CH3:30].[C:1]([OH:2])([CH3:3])([CH3:4])[CH3:5].[CH3:31][OH:32].[O:6]=[CH:7][CH:8]([OH:9])[CH:10]([OH:11])[CH:12]([OH:13])[CH:14]([OH:15])[CH2:16][OH:17]>>[O:6]=[CH:7][CH:8]([O:9][C:18]([CH2:19][CH2:20][CH2:21][CH2:22][CH2:23][CH2:24][CH2:25][CH2:26][CH3:27])=[O:28])[CH:10]([OH:11])[CH:12]([OH:13])[CH:14]([OH:15])[CH2:16][OH:17].